From a dataset of the Open Reaction Database (ORD), a public repository of structured organic reaction records. describe an organic reaction: reactants, conditions, products, and yield Starting materials: C1CCOC1, CC(C)N, N#Cc1c(Cl)nc(SCc2csc(-c3ccc(Cl)cc3)n2)c(C#N)c1-c1ccc(OCCO)cc1, O. Yields the product CC(C)Nc1nc(SCc2csc(-c3ccc(Cl)cc3)n2)c(C#N)c(-c2ccc(OCCO)cc2)c1C#N. As a reaction SMILES: [CH2:41]1[O:42][CH2:43][CH2:44][CH2:45]1.[CH3:36][CH:37]([CH3:38])[NH2:39].[Cl:1][c:2]1[n:3][c:4]([S:22][CH2:23][c:24]2[n:25][c:26](-[c:29]3[cH:30][cH:31][c:32]([Cl:35])[cH:33][cH:34]3)[s:27][cH:28]2)[c:5]([C:20]#[N:21])[c:6](-[c:10]2[cH:11][cH:12][c:13]([O:16][CH2:17][CH2:18][OH:19])[cH:14][cH:15]2)[c:7]1[C:8]#[N:9].[OH2:40]>>[c:2]1([NH:39][CH:37]([CH3:36])[CH3:38])[n:3][c:4]([S:22][CH2:23][c:24]2[n:25][c:26](-[c:29]3[cH:30][cH:31][c:32]([Cl:35])[cH:33][cH:34]3)[s:27][cH:28]2)[c:5]([C:20]#[N:21])[c:6](-[c:10]2[cH:11][cH:12][c:13]([O:16][CH2:17][CH2:18][OH:19])[cH:14][cH:15]2)[c:7]1[C:8]#[N:9]. The reactants are ClC1=C(C(=O)O)C=CC(=C1)O (2-chloro-4-hydroxybenzoic acid), C(=O)(N1C=NC=C1)N1C=NC=C1 (1,1′-carbonyldiimidazole), C12(CC3CC(CC(C1)C3)C2)CCN (1-adamantanethylamine). Run in CN(C=O)C (dimethylformamide). Run at time 2.5 hour. The product is ClC1=C(C(=O)NCC23CC4CC(CC(C2)C4)C3)C=CC(=C1)O (2-Chloro-4-hydroxy-N-(tricyclo[3.3.1.13,7]dec-1-ylmethyl)-benzamide). Reaction SMILES: [Cl:1][C:2]1[CH:10]=[C:9]([OH:11])[CH:8]=[CH:7][C:3]=1[C:4]([OH:6])=O.C([N:19]1[CH:23]=[CH:22]N=C1)(N1C=CN=C1)=O.[C:24]12(CCN)[CH2:33][CH:28]3[CH2:29]C([CH2:32][CH:26]([CH2:27]3)[CH2:25]1)[CH2:31]2>CN(C)C=O>[Cl:1][C:2]1[CH:10]=[C:9]([OH:11])[CH:8]=[CH:7][C:3]=1[C:4]([NH:19][CH2:23][C:22]12[CH2:32][CH:26]3[CH2:27][CH:28]([CH2:33][CH:24]([CH2:25]3)[CH2:31]1)[CH2:29]2)=[O:6]. Procedure: To a solution of 2-chloro-4-hydroxybenzoic acid (3.30 g) in dimethylformamide (20 ml) was added 1,1′-carbonyldiimidazole (3.30 g). The reaction mixture was stirred for 2.5 h and then 1-adamantanethylamine (3.4 ml) was added. After 14 h the reaction mixture was partitioned between ethyl acetate and 2N aqueous hydrochloric acid and the organic layer was separated, washed with water then brine and dried (MgSO4). The organic layer was concentrated under reduced pressure to give a residue which was p...